Dataset: the Open Reaction Database (ORD), a public repository of structured organic reaction records. Task: describe an organic reaction: reactants, conditions, products, and yield Starting materials: OC=1C=CC2=C(OC(=CO2)C(=O)N2CCN(CC2)C(C2=CC=C(C=C2)F)C2=CC=C(C=C2)F)C1 (7-hydroxy-2-{4-[bis-(4-fluorophenyl)methyl]piperazin-1-ylcarbonyl}-1,4-benzodioxin), C(C1=CN=CC=C1)(=O)Cl (nicotinoyl chloride). The product is C(C1=CN=CC=C1)(=O)OC=1C=CC2=C(OC(=CO2)C(=O)N2CCN(CC2)C(C2=CC=C(C=C2)F)C2=CC=C(C=C2)F)C1 (7-NICOTINOYLOXY-2-{4-[BIS-(4-FLUOROPHENYL)METHYL]PIPERAZIN-1-YLCARBONYL}-1,4-BENZODIOXIN). Yield: 78.0%. As a reaction SMILES: [OH:1][C:2]1[CH:3]=[CH:4][C:5]2[O:10][CH:9]=[C:8]([C:11]([N:13]3[CH2:18][CH2:17][N:16]([CH:19]([C:27]4[CH:32]=[CH:31][C:30]([F:33])=[CH:29][CH:28]=4)[C:20]4[CH:25]=[CH:24][C:23]([F:26])=[CH:22][CH:21]=4)[CH2:15][CH2:14]3)=[O:12])[O:7][C:6]=2[CH:34]=1.[C:35](Cl)(=[O:42])[C:36]1[CH:41]=[CH:40][CH:39]=[N:38][CH:37]=1>>[C:35]([O:1][C:2]1[CH:3]=[CH:4][C:5]2[O:10][CH:9]=[C:8]([C:11]([N:13]3[CH2:18][CH2:17][N:16]([CH:19]([C:27]4[CH:32]=[CH:31][C:30]([F:33])=[CH:29][CH:28]=4)[C:20]4[CH:21]=[CH:22][C:23]([F:26])=[CH:24][CH:25]=4)[CH2:15][CH2:14]3)=[O:12])[O:7][C:6]=2[CH:34]=1)(=[O:42])[C:36]1[CH:41]=[CH:40][CH:39]=[N:38][CH:37]=1. Procedure details: That compound is obtained in a yield of 78% starting from 7-hydroxy-2-{4-[bis-(4-fluorophenyl)methyl]piperazin-1-ylcarbonyl}-1,4-benzodioxin and nicotinoyl chloride by proceeding as for Example 53. ##STR76##